This data is from the Open Reaction Database (ORD), a public repository of structured organic reaction records. The task is: describe an organic reaction: reactants, conditions, products, and yield The reactants are 1,CHCl3, N[C@@H]1C(NC2=C(CC1)C=CC=C2)=O (3(S)-amino-2,3,4,5-tetrahydro-1H-1-benzazepin-2-on), C(C1=CC=CC=C1)OC(=O)NC(CC(=O)O)(C)C (3-benzyloxycarbonylamino-3-methylbutanoic acid), C23H27N3O4. The product is C(C1=CC=CC=C1)OC(=O)NC(CC(=O)N[C@@H]1C(NC2=C(CC1)C=CC=C2)=O)(C)C (3-Benzyloxycarbonylamino-3-methyl-N-[2,3,4,5-tetrahydro-2-oxo-1H-1-benzazepin-3-(S)-yl]-butanamide). RXN SMILES: [NH2:1][C@H:2]1[CH2:8][CH2:7][C:6]2[CH:9]=[CH:10][CH:11]=[CH:12][C:5]=2[NH:4][C:3]1=[O:13].[CH2:14]([O:21][C:22]([NH:24][C:25]([CH3:31])([CH3:30])[CH2:26][C:27](O)=[O:28])=[O:23])[C:15]1[CH:20]=[CH:19][CH:18]=[CH:17][CH:16]=1>>[CH2:14]([O:21][C:22]([NH:24][C:25]([CH3:31])([CH3:30])[CH2:26][C:27]([NH:1][C@H:2]1[CH2:8][CH2:7][C:6]2[CH:9]=[CH:10][CH:11]=[CH:12][C:5]=2[NH:4][C:3]1=[O:13])=[O:28])=[O:23])[C:15]1[CH:20]=[CH:19][CH:18]=[CH:17][CH:16]=1. Procedure details: Prepared from 3(S)-amino-2,3,4,5-tetrahydro-1H-1-benzazepin-2-on (Example 1, Step B) and 3-benzyloxycarbonylamino-3-methylbutanoic acid (Example 1, Step E) by the procedure described in Example 1, Step F. FAB-MS: calculated for C23H27N3O4 409; found 410 (M+H,100%). [a]D =-160° (C=1,CHCl3). Starting materials: [N+](=O)([O-])C1=CC=C(C=C1)OC(\C=C\C=C(C1=CC=C(C=C1)F)C1=CC=C(C=C1)F)=O ((E)-5,5-bis(4-fluorophenyl)-2,4-pentadienoic acid 4-nitrophenyl ester), N1=CC(=CC=C1)CCCCN (3-pyridinebutanamine). The solvent is O1CCCC1 (tetrahydrofuran). Product: FC1=CC=C(C=C1)C(=C/C=C/C(=O)NCCCCC=1C=NC=CC1)C1=CC=C(C=C1)F ((E)-5,5-bis(4-fluorophenyl)-N-[4-(3-pyridinyl) butyl]-2,4-pentadienamide). Yield: 93.8%. RXN SMILES: [N+](C1C=CC([O:10][C:11](=O)/[CH:12]=[CH:13]/[CH:14]=[C:15]([C:23]2[CH:28]=[CH:27][C:26]([F:29])=[CH:25][CH:24]=2)[C:16]2[CH:21]=[CH:20][C:19]([F:22])=[CH:18][CH:17]=2)=CC=1)([O-])=O.[N:31]1[CH:36]=[CH:35][CH:34]=[C:33]([CH2:37][CH2:38][CH2:39][CH2:40][NH2:41])[CH:32]=1>O1CCCC1>[F:29][C:26]1[CH:25]=[CH:24][C:23]([C:15]([C:16]2[CH:17]=[CH:18][C:19]([F:22])=[CH:20][CH:21]=2)=[CH:14]/[CH:13]=[CH:12]/[C:11]([NH:41][CH2:40][CH2:39][CH2:38][CH2:37][C:33]2[CH:32]=[N:31][CH:36]=[CH:35][CH:34]=2)=[O:10])=[CH:28][CH:27]=1. Procedure details: As in Example 134, a solution of (E)-5,5-bis(4-fluorophenyl)-2,4-pentadienoic acid 4-nitrophenyl ester (15 g) and 3-pyridinebutanamine (5,53 g) in tetrahydrofuran (60 mL) was stirred for 1.5 hours at room temperature and was worked up in the usual manner. The crude amide was crystallized from ethyl acetate-hexane (2×) to give 14.45 g of (E)-5,5-bis(4-fluorophenyl)-N-[4-(3-pyridinyl) butyl]-2,4-pentadienamide mp 155°-156° C. Anal. Calculated for C26H24F2N2O: C, 74.62; H, 5.78; F, 9.08; N, 6.69 Fo... Reactants: ClCC1OCCN(C1)C1=C(C=C2C(C(=CN(C2=C1F)CC)C(=O)O)=O)F (7-(2-chloromethylmorpholino)-1-ethyl-6,8-difluoro-1,4-dihydro-4-oxoquinoline-3-carboxylic acid), N1CCCC1 (pyrrolidine), [I-].[Na+] (sodium iodide). Run in CN(C=O)C (dimethylformamide). Run at temperature 150 celsius, time 7 hour. Product: C(C)N1C=C(C(C2=CC(=C(C(=C12)F)N1CC(OCC1)CN1CCCC1)F)=O)C(=O)O (1-ethyl-6,8-difluoro-1,4-dihydro-4-oxo-7-[2-(1-pyrrolidinylmethyl)morpholino]quinoline-3-carboxylic acid). Reaction SMILES: Cl[CH2:2][CH:3]1[CH2:8][N:7]([C:9]2[C:18]([F:19])=[C:17]3[C:12]([C:13](=[O:25])[C:14]([C:22]([OH:24])=[O:23])=[CH:15][N:16]3[CH2:20][CH3:21])=[CH:11][C:10]=2[F:26])[CH2:6][CH2:5][O:4]1.[NH:27]1[CH2:31][CH2:30][CH2:29][CH2:28]1.[I-].[Na+]>CN(C)C=O>[CH2:20]([N:16]1[C:17]2[C:12](=[CH:11][C:10]([F:26])=[C:9]([N:7]3[CH2:6][CH2:5][O:4][CH:3]([CH2:2][N:27]4[CH2:31][CH2:30][CH2:29][CH2:28]4)[CH2:8]3)[C:18]=2[F:19])[C:13](=[O:25])[C:14]([C:22]([OH:24])=[O:23])=[CH:15]1)[CH3:21] |f:2.3|. Reported procedure: A mixture of 397 mg of 7-(2-chloromethylmorpholino)-1-ethyl-6,8-difluoro-1,4-dihydro-4-oxoquinoline-3-carboxylic acid, 156 mg of pyrrolidine, 150 mg of sodium iodide and 15 ml of dimethylformamide is stirred at 150° C. for 7 hours. The reaction mixture is concentrated under reduced pressure and to the residue is added water followed by extracting with chloroform. The organic layer is washed with water, dried over anhydrous magnesium sulfate and then the solvent is distilled off to give 1-ethyl-6... Starting materials: [BH4-], CO, [Na+], C1CCOC1, Cc1cc(OCC2(O)CCSCC2)cc(C)c1-c1cccc(C=O)c1. The product is Cc1cc(OCC2(O)CCSCC2)cc(C)c1-c1cccc(CO)c1. RXN SMILES: [BH4-:31].[CH3:33][OH:34].[Na+:32].[O:26]1[CH2:27][CH2:28][CH2:29][CH2:30]1.[OH:1][C:2]1([CH2:8][O:9][c:10]2[cH:11][c:12]([CH3:25])[c:13](-[c:17]3[cH:18][c:19]([CH:23]=[O:24])[cH:20][cH:21][cH:22]3)[c:14]([CH3:16])[cH:15]2)[CH2:3][CH2:4][S:5][CH2:6][CH2:7]1>>[OH:1][C:2]1([CH2:8][O:9][c:10]2[cH:11][c:12]([CH3:25])[c:13](-[c:17]3[cH:18][c:19]([CH2:23][OH:24])[cH:20][cH:21][cH:22]3)[c:14]([CH3:16])[cH:15]2)[CH2:3][CH2:4][S:5][CH2:6][CH2:7]1.